Dataset: the Open Reaction Database (ORD), a public repository of structured organic reaction records. Task: describe an organic reaction: reactants, conditions, products, and yield Reactants: ClC=1C=C(C=CC1)C(CC1=NC2=C(N1)CCCC2)=O (1-(3-Chlorophenyl)-2-(4,5,6,7-tetrahydro-1H-benzimidazol-2-yl)ethanone), C[O-].[Na+] (sodium methylate), C(C#C)(=O)OC (methyl propiolate). Product: ClC=1C=C(C(=O)C=2C=CC(N3C2NC2=C3CCCC2)=O)C=CC1 (4-(3-Chlorobenzoyl)-6,7,8,9-tetrahydropyrido[1,2-a]benzimidazol-1(5H)-one). RXN SMILES: [Cl:1][C:2]1[CH:3]=[C:4]([C:8](=[O:19])[CH2:9][C:10]2[NH:14][C:13]3[CH2:15][CH2:16][CH2:17][CH2:18][C:12]=3[N:11]=2)[CH:5]=[CH:6][CH:7]=1.C[O-].[Na+].[C:23](OC)(=[O:26])[C:24]#[CH:25]>>[Cl:1][C:2]1[CH:3]=[C:4]([CH:5]=[CH:6][CH:7]=1)[C:8]([C:9]1[CH:25]=[CH:24][C:23](=[O:26])[N:14]2[C:13]3[CH2:15][CH2:16][CH2:17][CH2:18][C:12]=3[NH:11][C:10]=12)=[O:19] |f:1.2|. Procedure details: The compound is prepared as described in example 20 with 559.9 mg (2.03 mmol) of 1-(3-Chlorophenyl)-2-(4,5,6,7-tetrahydro-1H-benzimidazol-2-yl)ethanone (example XXXIX), 220.2 mg (4.08 mmol) of sodium methylate and 171.3 mg (2.03 mmol) methyl propiolate. Yields the product C(C1=CC=CC=C1)N1C[C@]2(CCC3=C([C@H]2C1)C=CC=C3\C=C/C)C (cis-2-benzyl-3a-methyl-6-((Z)-prop-1-enyl)-2,3,3a,4,5,9b-hexahydro-1H-benzo[e]isoindole). Conditions: temperature 160 celsius. Starting materials: Tetrakis(triphenylphosphine)Pd(0), C(C1=CC=CC=C1)N1C[C@]2(CCC3=C([C@H]2C1)C=CC=C3Br)C (cis-2-benzyl-6-bromo-3a-methyl-2,3,3a,4,5,9b-hexahydro-1H-benzo[e]isoindole), C(=C/C)/B(O)O ((Z)-prop-1-enylboronic acid). Reaction SMILES: [CH2:1]([N:8]1[CH2:16][C@H:15]2[C@:10]([CH3:22])([CH2:11][CH2:12][C:13]3[C:20](Br)=[CH:19][CH:18]=[CH:17][C:14]=32)[CH2:9]1)[C:2]1[CH:7]=[CH:6][CH:5]=[CH:4][CH:3]=1.[CH:23](/B(O)O)=[CH:24]/[CH3:25]>C([O-])([O-])=O.[Na+].[Na+].COCCOC.CCO>[CH2:1]([N:8]1[CH2:16][C@H:15]2[C@:10]([CH3:22])([CH2:11][CH2:12][C:13]3[C:20](/[CH:23]=[CH:24]\[CH3:25])=[CH:19][CH:18]=[CH:17][C:14]=32)[CH2:9]1)[C:2]1[CH:7]=[CH:6][CH:5]=[CH:4][CH:3]=1 |f:2.3.4|. Procedure: Tetrakis(triphenylphosphine)Pd(0) (0.021 mmol, 24.32 mg) was added in one portion to a mixture of cis-2-benzyl-6-bromo-3a-methyl-2,3,3a,4,5,9b-hexahydro-1H-benzo[e]isoindole (0.421 mmol, 150 mg) and (Z)-prop-1-enylboronic acid (0.631 mmol, 54.2 mg) in 2 N aq Na2CO3 (1 ml), DME (1 ml) and EtOH (0.5 ml) The reaction mixture was heated under microwave irradiation at 160° C. for 900 seconds and then the mixture was filtered through celite. The resulting filtrate was diluted with water and extracted ... The solvent is C(=O)([O-])[O-].[Na+].[Na+] (Na2CO3), COCCOC (DME), CCO (EtOH). Reaction SMILES: [C:1]([N:11]1[CH2:18][CH2:17][CH2:16][C@H:12]1[C:13]([OH:15])=[O:14])([O:3][CH2:4][C:5]1[CH:10]=[CH:9][CH:8]=[CH:7][CH:6]=1)=[O:2].[C:19](Cl)(=O)C>CO>[C:1]([N:11]1[CH2:18][CH2:17][CH2:16][C@H:12]1[C:13]([O:15][CH3:19])=[O:14])([O:3][CH2:4][C:5]1[CH:10]=[CH:9][CH:8]=[CH:7][CH:6]=1)=[O:2]. Procedure details: A 12.5 g (47.4 mmol) sample of CBZ-L-proline (Aldrich) was dissolved in 250 mL of methanol and 1.7 mL of acetyl chloride was added. The reaction mixture was stirred at room temperature for 16 hours. The solvents were removed, the residue was dissolved in CHCl3, and this solution was washed with NaHCO3 solution, dried, filtered and concentrated. The residue was purified on a silica gel column, eluting with 1:1 ethyl acetate:hexane to give 14 g of the title compound. Product: C(=O)(OCC1=CC=CC=C1)N1[C@H](C(=O)OC)CCC1 (CBZ-L-proline, methyl ester). The solvent is CO (methanol). Starting materials: C(=O)(OCC1=CC=CC=C1)N1[C@H](C(=O)O)CCC1 (CBZ-L-proline), C(C)(=O)Cl (acetyl chloride). Reaction conditions: time 16 hour.